This data is from the Open Reaction Database (ORD), a public repository of structured organic reaction records. The task is: describe an organic reaction: reactants, conditions, products, and yield Reactants: CCC1C(=O)N(C)c2cnc(-n3ccnc3Br)nc2N1C1CCCC1, CS(=O)(=O)c1ccc(B(O)O)cc1, COCCOC, [Na+], [OH-], O, c1ccc(P(c2ccccc2)(c2ccccc2)[Pd](P(c2ccccc2)(c2ccccc2)c2ccccc2)(P(c2ccccc2)(c2ccccc2)c2ccccc2)P(c2ccccc2)(c2ccccc2)c2ccccc2)cc1. Product: CCC1C(=O)N(C)c2cnc(-n3ccnc3-c3ccc(S(C)(=O)=O)cc3)nc2N1C1CCCC1. RXN SMILES: [Br:1][c:2]1[n:3](-[c:7]2[n:8][c:9]3[c:14]([cH:15][n:16]2)[N:13]([CH3:17])[C:12](=[O:18])[CH:11]([CH2:19][CH3:20])[N:10]3[CH:21]2[CH2:22][CH2:23][CH2:24][CH2:25]2)[cH:4][cH:5][n:6]1.[CH3:26][S:27](=[O:28])(=[O:29])[c:30]1[cH:31][cH:32][c:33]([B:36]([OH:37])[OH:38])[cH:34][cH:35]1.[CH3:41][O:42][CH2:43][CH2:44][O:45][CH3:46].[Na+:40].[OH-:39].[OH2:47].[cH:48]1[cH:49][cH:50][c:51]([P:52]([Pd:53]([P:54]([c:55]2[cH:56][cH:57][cH:58][cH:59][cH:60]2)([c:61]2[cH:62][cH:63][cH:64][cH:65][cH:66]2)[c:67]2[cH:68][cH:69][cH:70][cH:71][cH:72]2)([P:73]([c:74]2[cH:75][cH:76][cH:77][cH:78][cH:79]2)([c:80]2[cH:81][cH:82][cH:83][cH:84][cH:85]2)[c:86]2[cH:87][cH:88][cH:89][cH:90][cH:91]2)[P:92]([c:93]2[cH:94][cH:95][cH:96][cH:97][cH:98]2)([c:99]2[cH:100][cH:101][cH:102][cH:103][cH:104]2)[c:105]2[cH:106][cH:107][cH:108][cH:109][cH:110]2)([c:111]2[cH:112][cH:113][cH:114][cH:115][cH:116]2)[c:117]2[cH:118][cH:119][cH:120][cH:121][cH:122]2)[cH:123][cH:124]1>>[c:2]1(-[c:33]2[cH:32][cH:31][c:30]([S:27]([CH3:26])(=[O:28])=[O:29])[cH:35][cH:34]2)[n:3](-[c:7]2[n:8][c:9]3[c:14]([cH:15][n:16]2)[N:13]([CH3:17])[C:12](=[O:18])[CH:11]([CH2:19][CH3:20])[N:10]3[CH:21]2[CH2:22][CH2:23][CH2:24][CH2:25]2)[cH:4][cH:5][n:6]1. Reactants: COc1ccc(OC)c2c1CC(NCC(O)c1ccc(OCc3ccccc3)c3[nH]c(=O)ccc13)C2, CCOCC, CO, Cl, [H][H]. Yields the product Cl, COc1ccc(OC)c2c1CC(NCC(O)c1ccc(O)c3[nH]c(=O)ccc13)C2. RXN SMILES: [CH2:1]([c:2]1[cH:3][cH:4][cH:5][cH:6][cH:7]1)[O:8][c:9]1[cH:10][cH:11][c:12]([CH:20]([CH2:21][NH:22][CH:23]2[CH2:24][c:25]3[c:26]([O:34][CH3:35])[cH:27][cH:28][c:29]([O:32][CH3:33])[c:30]3[CH2:31]2)[OH:36])[c:13]2[cH:14][cH:15][c:16](=[O:19])[nH:17][c:18]12.[CH3:40][CH2:41][O:42][CH2:43][CH3:44].[CH3:45][OH:46].[ClH:39].[H:37][H:38]>>[ClH:39].[OH:8][c:9]1[cH:10][cH:11][c:12]([CH:20]([CH2:21][NH:22][CH:23]2[CH2:24][c:25]3[c:26]([O:34][CH3:35])[cH:27][cH:28][c:29]([O:32][CH3:33])[c:30]3[CH2:31]2)[OH:36])[c:13]2[cH:14][cH:15][c:16](=[O:19])[nH:17][c:18]12. Starting materials: C1(CCCC1)CC(=O)O (2-cyclopentylacetic acid), N1C=NC(=C1)CCCCN (4-(1H-imidazol-4-yl)butanamine). The product is N1C=NC(=C1)CCCCNC(CC1CCCC1)=O (N-(4-(1H-Imidazol-4-yl)butyl)-2-cyclopentylacetamide). As a reaction SMILES: [CH:1]1([CH2:6][C:7]([OH:9])=O)[CH2:5][CH2:4][CH2:3][CH2:2]1.[NH:10]1[CH:14]=[C:13]([CH2:15][CH2:16][CH2:17][CH2:18][NH2:19])[N:12]=[CH:11]1>>[NH:10]1[CH:14]=[C:13]([CH2:15][CH2:16][CH2:17][CH2:18][NH:19][C:7](=[O:9])[CH2:6][CH:1]2[CH2:2][CH2:3][CH2:4][CH2:5]2)[N:12]=[CH:11]1. Procedure details: The preparation is carried out as in Example 1 with 2-cyclopentylacetic acid and 4-(1H-imidazol-4-yl)butanamine. The title compound is extracted from water with diethyl ether and recrystallized in the hydrogenmaleate form from ethanol/diethyl ether. Yields the product CNc1cc(-c2cccnc2Oc2cc(C(=O)Nc3cccc(C(F)(F)F)c3)ccc2C)ncn1. As a reaction SMILES: [C:37](=[O:38])([O-:39])[O-:40].[CH3:43][S:44]([CH3:45])=[O:46].[Cl:1][c:2]1[n:3][cH:4][cH:5][cH:6][c:7]1-[c:8]1[cH:9][c:10]([NH:14][CH3:15])[n:11][cH:12][n:13]1.[Cs+:41].[Cs+:42].[OH2:47].[OH:16][c:17]1[cH:18][c:19]([C:20](=[O:21])[NH:22][c:23]2[cH:24][c:25]([C:29]([F:30])([F:31])[F:32])[cH:26][cH:27][cH:28]2)[cH:33][cH:34][c:35]1[CH3:36]>>[c:2]1([O:16][c:17]2[cH:18][c:19]([C:20](=[O:21])[NH:22][c:23]3[cH:24][c:25]([C:29]([F:30])([F:31])[F:32])[cH:26][cH:27][cH:28]3)[cH:33][cH:34][c:35]2[CH3:36])[n:3][cH:4][cH:5][cH:6][c:7]1-[c:8]1[cH:9][c:10]([NH:14][CH3:15])[n:11][cH:12][n:13]1. The reactants are O=C([O-])[O-], CS(C)=O, CNc1cc(-c2cccnc2Cl)ncn1, [Cs+], [Cs+], O, Cc1ccc(C(=O)Nc2cccc(C(F)(F)F)c2)cc1O. Reactants: COC1=CC=CC2=C1OC1=C2C=CC=C1 (4-Methoxydibenzofuran), ClC(Cl)OC (dichloromethyl methylether). Reagents/catalysts: Cl[Ti](Cl)(Cl)Cl (TiCl4). The solvent is C(Cl)Cl (DCM). Conditions: temperature 0 celsius, time 10 minute. Yields the product COC1=CC=C(C2=C1OC1=C2C=CC=C1)C=O (4-methoxy-dibenzofuran-1-carbaldehyde). As a reaction SMILES: [CH3:1][O:2][C:3]1[C:8]2[O:9][C:10]3[CH:15]=[CH:14][CH:13]=[CH:12][C:11]=3[C:7]=2[CH:6]=[CH:5][CH:4]=1.Cl[CH:17]([O:19]C)Cl>C(Cl)Cl.Cl[Ti](Cl)(Cl)Cl>[CH3:1][O:2][C:3]1[C:8]2[O:9][C:10]3[CH:15]=[CH:14][CH:13]=[CH:12][C:11]=3[C:7]=2[C:6]([CH:17]=[O:19])=[CH:5][CH:4]=1. Procedure: 4-Methoxydibenzofuran (25 g, 0.12 mol) was dissolved in DCM (300 ml) at room temperature and cooled to 0° C. To this solution TiCl4 (22.2 ml, 0.20 mol) was added drop wise at 0-2° C. The reaction mass was allowed to stir for 10 min and to that solution dichloromethyl methylether (9.7 ml, 0.107 mol) was added drop wise at 0° C. The reaction mass was stirred for 10 min and the reaction was monitored by TLC. Once the reaction was completed, the reaction mass was quenched with water and the organic ... The reactants are C(C1=CC=CC=C1)SC=1C(=C(C=C(C1)F)N1C(CCCC1)=O)OC (1-(3-Benzylsulfanyl-5-fluoro-2-methoxy-phenyl)piperidin-2-one), S(=O)(=O)(Cl)Cl (sulfonyl chloride). Yields the product FC=1C=C(C(=C(C1)S(=O)(=O)Cl)OC)N1C(CCCC1)=O (5-Fluoro-2-methoxy-3-(2-oxo-piperidin-1-yl)benzenesulfonyl chloride). RXN SMILES: C(S[C:9]1[C:10]([O:23][CH3:24])=[C:11]([N:16]2[CH2:21][CH2:20][CH2:19][CH2:18][C:17]2=[O:22])[CH:12]=[C:13]([F:15])[CH:14]=1)C1C=CC=CC=1.[S:25]([Cl:29])(Cl)(=[O:27])=[O:26]>>[F:15][C:13]1[CH:12]=[C:11]([N:16]2[CH2:21][CH2:20][CH2:19][CH2:18][C:17]2=[O:22])[C:10]([O:23][CH3:24])=[C:9]([S:25]([Cl:29])(=[O:27])=[O:26])[CH:14]=1. Procedure details: Intermediate 14 (1.6 g, 4.63 mmol) was converted to the title compound sulfonyl chloride using the procedure described in example 1; 1.6). The crude material was used without further purification in the next step.